From a dataset of the Open Reaction Database (ORD), a public repository of structured organic reaction records. describe an organic reaction: reactants, conditions, products, and yield Starting materials: OCCC=1N(C=CN1)CCCCC1=CC=C(C=C1)O (4-[4-[2-(2-hydroxyethyl)-1H-imidazol-1-yl ]butyl]phenol), [H-].[Na+] (sodium hydride), O (water), ClCC=1N=C(OC1)\C=C\C1=C(C=C(C=C1)F)F ((E)-4-chloromethyl-2-[2-(2,4-difluorophenyl) ethenyl]oxazole). Run in CN(C)C=O (DMF). Run at time 30 minute. The product is FC1=C(C=CC(=C1)F)/C=C/C=1OC=C(N1)COC1=CC=C(C=C1)CCCCN1C(=NC=C1)CCO (2-[1-[4-[4-[[2-[(E)-2-(2,4-difluorophenyl)ethenyl]-1,3-oxazol-4-yl]methoxy]phenyl]butyl]-1H-imidazol-2-yl]-1-ethanol). Yield: 57.4%. Reaction SMILES: [OH:1][CH2:2][CH2:3][C:4]1[N:5]([CH2:9][CH2:10][CH2:11][CH2:12][C:13]2[CH:18]=[CH:17][C:16]([OH:19])=[CH:15][CH:14]=2)[CH:6]=[CH:7][N:8]=1.[H-].[Na+].Cl[CH2:23][C:24]1[N:25]=[C:26](/[CH:29]=[CH:30]/[C:31]2[CH:36]=[CH:35][C:34]([F:37])=[CH:33][C:32]=2[F:38])[O:27][CH:28]=1.O>CN(C=O)C>[F:38][C:32]1[CH:33]=[C:34]([F:37])[CH:35]=[CH:36][C:31]=1/[CH:30]=[CH:29]/[C:26]1[O:27][CH:28]=[C:24]([CH2:23][O:19][C:16]2[CH:15]=[CH:14][C:13]([CH2:12][CH2:11][CH2:10][CH2:9][N:5]3[CH:6]=[CH:7][N:8]=[C:4]3[CH2:3][CH2:2][OH:1])=[CH:18][CH:17]=2)[N:25]=1 |f:1.2|. Procedure: To a solution of 4-[4-[2-(2-hydroxyethyl)-1H-imidazol-1-yl ]butyl]phenol (260 mg) in DMF (4 ml), 60% oily sodium hydride (44 mg) was added under ice cooling. After stirring at room temperature for 30 minutes, (E)-4-chloromethyl-2-[2-(2,4-difluorophenyl) ethenyl]oxazole (281 mg) was added under ice cooling. After stirring at room temperature for 3 days, water was added under ice cooling. The precipitate was collected by filtration and washed with water. The precipitate was dissolved in a mixture ... The reactants are [BH4-], CCO, CC(=O)c1cccc(-c2ccc(C(C)CNS(=O)(=O)C(C)C)cc2)c1, [Na+]. Yields the product CC(O)c1cccc(-c2ccc(C(C)CNS(=O)(=O)C(C)C)cc2)c1. RXN SMILES: [BH4-:26].[CH2:28]([OH:29])[CH3:30].[CH3:1][CH:2]([CH3:3])[S:4](=[O:5])(=[O:6])[NH:7][CH2:8][CH:9]([CH3:10])[c:11]1[cH:12][cH:13][c:14](-[c:17]2[cH:18][c:19]([C:23]([CH3:24])=[O:25])[cH:20][cH:21][cH:22]2)[cH:15][cH:16]1.[Na+:27]>>[CH3:1][CH:2]([CH3:3])[S:4](=[O:5])(=[O:6])[NH:7][CH2:8][CH:9]([CH3:10])[c:11]1[cH:12][cH:13][c:14](-[c:17]2[cH:18][c:19]([CH:23]([CH3:24])[OH:25])[cH:20][cH:21][cH:22]2)[cH:15][cH:16]1. The reactants are C(C)OC(C1=C(C=CC=C1)S(N)(=O)=O)=O (2-sulfamylbenzoic acid ethylester), C(C(=O)Cl)(=O)Cl (oxalylchloride), diazadicyclo(2,2,2,)octane. Solvent: C1(=CC=CC=C1)C (toluene). Reaction conditions: temperature 95 celsius. Product: C(C)OC(=O)C1=C(C=CC=C1)S(=O)(=O)N=C=O (2-ethoxycarbonylphenylsulfonylisocyanate). As a reaction SMILES: [CH2:1]([O:3][C:4](=[O:15])[C:5]1[CH:10]=[CH:9][CH:8]=[CH:7][C:6]=1[S:11](=[O:14])(=[O:13])[NH2:12])[CH3:2].C(Cl)(=O)[C:17](Cl)=[O:18]>C1(C)C=CC=CC=1>[CH2:1]([O:3][C:4]([C:5]1[CH:10]=[CH:9][CH:8]=[CH:7][C:6]=1[S:11]([N:12]=[C:17]=[O:18])(=[O:13])=[O:14])=[O:15])[CH3:2]. Procedure details: At 85° C., 68.76 g (0.3 mol) 2-sulfamylbenzoic acid ethylester are added to 57.9 g (0.45 mol) oxalylchloride and 0.4 g diazadicyclo(2,2,2,)octane in 500 ml absolute toluene. The reaction mixture is heated yet three hours to an interior temperature of 95° C., until no gas development is observed. Starting materials: C(C)(C)(C)OC(=O)N1CCCC1 (pyrrolidine-1-carboxylic acid t-butyl ester), CN(C)C=O (DMF), [H-].[Na+] (Sodium hydride), [H-].[Na+] (sodium hydride), ClC1=C(C(=CC=C1)F)Cl (1,2-Dichloro-3-fluorobenzene). Run at time 15 minute. Product: ClC1=C(O[C@H](C(CC)CC)[C@@H]2CNCC2)C=CC=C1Cl ((S)-3-[(R)-1-(2,3-Dichlorophenoxy)-2-ethylbutyl]pyrrolidine), mono-TFA. The yield is 97.0%. As a reaction SMILES: C(OC([N:8]1[CH2:12][CH2:11][CH2:10][CH2:9]1)=O)(C)(C)C.CN([CH:16]=[O:17])C.[H-].[Na+].[Cl:20][C:21]1[CH:26]=[CH:25][CH:24]=[C:23](F)[C:22]=1[Cl:28]>>[Cl:20][C:21]1[C:22]([Cl:28])=[CH:23][CH:24]=[CH:25][C:26]=1[O:17][C@@H:16]([C@H:11]1[CH2:10][CH2:9][NH:8][CH2:12]1)[CH:21]([CH2:26][CH3:25])[CH2:22][CH3:23] |f:2.3|. Procedure: (S)-3-(R)-2-Ethyl-1-hydroxybutyl)pyrrolidine-1-carboxylic acid t-butyl ester (28 mg, 0.1 mmol) was dissolved in DMF (380 μL, 4.9 mmol). 60% Sodium hydride in oil (0.4:0.6, sodium hydride:mineral oil, 18.6 mg, 310 μmmol) was slowly added, and the resulting mixture was stirred at room temperature for 15 minutes. 1,2-Dichloro-3-fluorobenzene (23.8 μL, 206 μmmol) was added and the mixture was stirred at 70° C. for 3 hours. The mixture was concentrated, treated with 1.25M HCl in EtOH (578 μL, 722 μmm... Reaction SMILES: N1C2C(=C(C3N=[C:12]([N:22]4[CH2:27][CH2:26]OCC4)[C:13]4SC(COC)=[CH:16][C:14]=4N=3)C=CC=2)C=N1.[Cl:28][C:29]1[N:30]=[C:31]([N:40]2[CH2:45][CH2:44][O:43][CH2:42][CH2:41]2)[C:32]2[S:37][C:36]([CH2:38][OH:39])=[CH:35][C:33]=2[N:34]=1.N1C=CC(CCl)=CC=1>CN(C=O)C.[H-].[Na+]>[Cl:28][C:29]1[N:30]=[C:31]([N:40]2[CH2:41][CH2:42][O:43][CH2:44][CH2:45]2)[C:32]2[S:37][C:36]([CH2:38][O:39][CH2:16][C:14]3[CH:13]=[CH:12][N:22]=[CH:27][CH:26]=3)=[CH:35][C:33]=2[N:34]=1 |f:4.5|. Procedure details: Following the procedures for compound 314, (2-chloro-4-morpholin-4-yl-thieno[3,2-d]pyrimidin-6-yl)-methanol in DMF and sodium hydride was alkylated with 4-picolyl chloride to give 4-(2-chloro-6-((pyridin-4-ylmethoxy)methyl)thieno[3,2-d]pyrimidin-4-yl)morpholine. Suzuki coupling of 4-(2-chloro-6-((pyridin-4-ylmethoxy)methyl)thieno[3,2-d]pyrimidin-4-yl)morpholine and 7 was carried out via General Procedure A. Purification using column chromatography gave 320. NMR: CDCl3: 3.90-3.94 (4 H, m, CH2), 4... Reactants: N1N=CC2=C(C=CC=C12)C=1N=C(C2=C(N1)C=C(S2)COC)N2CCOCC2 (2-(1H-indazol-4-yl)-6-(methoxymethyl)-4-morpholinothieno[3,2-d]pyrimidine), ClC=1N=C(C2=C(N1)C=C(S2)CO)N2CCOCC2 ((2-chloro-4-morpholin-4-yl-thieno[3,2-d]pyrimidin-6-yl)-methanol), N1=CC=C(C=C1)CCl (4-picolyl chloride). The product is ClC=1N=C(C2=C(N1)C=C(S2)COCC2=CC=NC=C2)N2CCOCC2 (4-(2-chloro-6-((pyridin-4-ylmethoxy)methyl)thieno[3,2-d]pyrimidin-4-yl)morpholine). Run in CN(C)C=O (DMF), [H-].[Na+] (sodium hydride).